From a dataset of the Open Reaction Database (ORD), a public repository of structured organic reaction records. describe an organic reaction: reactants, conditions, products, and yield Reactants: C(C)(C)(C)C1=CC(=C(C(=O)OC)C=C1)OC1CCN(CC1)C(=O)OC(C)(C)C (methyl 4-(tert-Butyl)-2-(1-Boc-piperidin-4-yloxy)-benzoate), O[Li].O (LiOH hydrate). The solvent is O1CCOCC1 (p-dioxane), O (water). The product is C(C)(C)(C)C1=CC(=C(C(=O)O)C=C1)OC1CCN(CC1)C(=O)OC(C)(C)C (4-(tert-Butyl)-2-(1-Boc-piperidin-4-yloxy)benzoic acid). Isolated yield 90.7%. Reaction SMILES: [C:1]([C:5]1[CH:14]=[CH:13][C:8]([C:9]([O:11]C)=[O:10])=[C:7]([O:15][CH:16]2[CH2:21][CH2:20][N:19]([C:22]([O:24][C:25]([CH3:28])([CH3:27])[CH3:26])=[O:23])[CH2:18][CH2:17]2)[CH:6]=1)([CH3:4])([CH3:3])[CH3:2].O[Li].O>O1CCOCC1.O>[C:1]([C:5]1[CH:14]=[CH:13][C:8]([C:9]([OH:11])=[O:10])=[C:7]([O:15][CH:16]2[CH2:21][CH2:20][N:19]([C:22]([O:24][C:25]([CH3:28])([CH3:27])[CH3:26])=[O:23])[CH2:18][CH2:17]2)[CH:6]=1)([CH3:4])([CH3:2])[CH3:3] |f:1.2|. Procedure: To a stirring solution of methyl 4-(tert-Butyl)-2-(1-Boc-piperidin-4-yloxy)-benzoate (12.9 g, 33 mmol) in p-dioxane (150 mL) was added a solution of LiOH hydrate (2.8 g, 66 mmol) in water (75 mL). The next morning, the solvent was removed in vacuo and the residue was diluted with water (200 mL) and washed with diethyl ether. The aqueous phase was then adjusted to pH 3 with citric acid and extracted twice with diethyl ether. The combined ether extracts were then washed twice with brine, dried wit... The reactants are [Cl-].[NH4+] (ammonium chloride), FC=1C=C(CC2(C=3N(CCC2)C(=NN3)C3=CC(=C(C=C3)C3=CN=C(O3)C)OC)C(=O)OCC)C=CC1F (ethyl 8-(3,4-difluorobenzyl)-3-[3-methoxy-4-(2-methyl-1,3-oxazol-5-yl)phenyl]-5,6,7,8-tetrahydro[1,2,4]triazolo[4,3-a]pyridine-8-carboxylate), C(=O)N (formamide), C[O-].[Na+] (sodium methoxide). Run in CN(C)C=O (DMF). Reaction conditions: temperature 70 celsius, time 30 minute. Product: FC=1C=C(CC2(C=3N(CCC2)C(=NN3)C3=CC(=C(C=C3)C3=CN=C(O3)C)OC)C(=O)N)C=CC1F (8-(3,4-difluorobenzyl)-3-[3-methoxy-4-(2-methyl-1,3-oxazol-5-yl)phenyl]-5,6,7,8-tetrahydro[1,2,4]triazolo[4,3-a]pyridine-8-carboxamide). As a reaction SMILES: [F:1][C:2]1[CH:3]=[C:4]([CH:34]=[CH:35][C:36]=1[F:37])[CH2:5][C:6]1([C:29]([O:31]CC)=O)[CH2:11][CH2:10][CH2:9][N:8]2[C:12]([C:15]3[CH:20]=[CH:19][C:18]([C:21]4[O:25][C:24]([CH3:26])=[N:23][CH:22]=4)=[C:17]([O:27][CH3:28])[CH:16]=3)=[N:13][N:14]=[C:7]12.C([NH2:40])=O.C[O-].[Na+].[Cl-].[NH4+]>CN(C=O)C>[F:1][C:2]1[CH:3]=[C:4]([CH:34]=[CH:35][C:36]=1[F:37])[CH2:5][C:6]1([C:29]([NH2:40])=[O:31])[CH2:11][CH2:10][CH2:9][N:8]2[C:12]([C:15]3[CH:20]=[CH:19][C:18]([C:21]4[O:25][C:24]([CH3:26])=[N:23][CH:22]=4)=[C:17]([O:27][CH3:28])[CH:16]=3)=[N:13][N:14]=[C:7]12 |f:2.3,4.5|. Procedure: A mixture of ethyl 8-(3,4-difluorobenzyl)-3-[3-methoxy-4-(2-methyl-1,3-oxazol-5-yl)phenyl]-5,6,7,8-tetrahydro[1,2,4]triazolo[4,3-a]pyridine-8-carboxylate (100 mg), formamide (78.5 μL), sodium methoxide (28% methanol solution, 200 μL) and DMF (1 mL) was stirred at 70° C. for 30 min, and allowed to cool to room temperature. Saturated aqueous ammonium chloride solution was added. The precipitate was collected by filtration, washed with water and IPE, and dried under reduced pressure to give the tit... Reactants: OCc1ccc(CCBr)cc1, C1COCCN1, CC#N, [I-], [Na+]. Product: OCc1ccc(CCN2CCOCC2)cc1. RXN SMILES: [Br:1][CH2:2][CH2:3][c:4]1[cH:5][cH:6][c:7]([CH2:10][OH:11])[cH:8][cH:9]1.[CH2:12]1[CH2:13][O:14][CH2:15][CH2:16][NH:17]1.[CH3:20][C:21]#[N:22].[I-:18].[Na+:19]>>[CH2:2]([CH2:3][c:4]1[cH:5][cH:6][c:7]([CH2:10][OH:11])[cH:8][cH:9]1)[N:17]1[CH2:12][CH2:13][O:14][CH2:15][CH2:16]1.